Dataset: the Open Reaction Database (ORD), a public repository of structured organic reaction records. Task: describe an organic reaction: reactants, conditions, products, and yield Starting materials: CCSSCC, Cc1ccccc1, [Cl-], [Cl-], [Cl-], [Cl-], Oc1ccccc1, [Zr+4]. The product is CCSc1ccccc1O. As a reaction SMILES: [CH2:8]([CH3:9])[S:10][S:11][CH2:12][CH3:13].[CH3:19][c:20]1[cH:21][cH:22][cH:23][cH:24][cH:25]1.[Cl-:14].[Cl-:15].[Cl-:16].[Cl-:17].[OH:1][c:2]1[cH:3][cH:4][cH:5][cH:6][cH:7]1.[Zr+4:18]>>[OH:1][c:2]1[c:3]([S:10][CH2:8][CH3:9])[cH:4][cH:5][cH:6][cH:7]1. The solvent is C(Cl)(Cl)Cl (chloroform), C(Cl)(Cl)Cl (chloroform). Procedure details: A solution of bromine (14.72 g) in chloroform (30 ml) was added to a stirred solution of ethyl 2-methoxyimino-3,3-ethylenedioxybutyrate (syn isomer, 20 g) in chloroform (200 ml) at ambient temperature and stirred at the same temperature for an hour. To the resultant solution was added 5% sodium thiosulfate aqueous solution (100 ml) and stirred at ambient temperature for 10 minutes. The organic layer was separated, washed with 5% sodium thiosulfate aqueous solution (100 ml), water (100 ml), a sod... Yields the product CON=C(C(=O)OCC)C1(CBr)OCCO1 (ethyl 2-methoxyimino-3,3-ethylenedioxy-4-bromobutyrate). Reactants: BrBr (bromine), CON=C(C(=O)OCC)C1(C)OCCO1 (ethyl 2-methoxyimino-3,3-ethylenedioxybutyrate), resultant solution, S(=S)(=O)([O-])[O-].[Na+].[Na+] (sodium thiosulfate). As a reaction SMILES: [Br:1]Br.[CH3:3][O:4][N:5]=[C:6]([C:12]1([O:17][CH2:16][CH2:15][O:14]1)[CH3:13])[C:7]([O:9][CH2:10][CH3:11])=[O:8].S([O-])([O-])(=O)=S.[Na+].[Na+]>C(Cl)(Cl)Cl>[CH3:3][O:4][N:5]=[C:6]([C:12]1([O:14][CH2:15][CH2:16][O:17]1)[CH2:13][Br:1])[C:7]([O:9][CH2:10][CH3:11])=[O:8] |f:2.3.4|.